This data is from the Open Reaction Database (ORD), a public repository of structured organic reaction records. The task is: describe an organic reaction: reactants, conditions, products, and yield Starting materials: COC(=O)c1cc(-c2c(Br)cnn2C)cs1, CB1OB(C)OB(C)O1, CN(C)C=O, [K+], [K+], O=C([O-])[O-]. The product is COC(=O)c1cc(-c2c(C)cnn2C)cs1. RXN SMILES: [Br:1][c:2]1[cH:3][n:4][n:5]([CH3:16])[c:6]1-[c:7]1[cH:8][c:9]([C:12](=[O:13])[O:14][CH3:15])[s:10][cH:11]1.[CH3:17][B:18]1[O:19][B:20]([CH3:21])[O:22][B:23]([CH3:24])[O:25]1.[CH3:32][N:33]([CH3:34])[CH:35]=[O:36].[K+:26].[K+:27].[O-:28][C:29]([O-:30])=[O:31]>>[c:2]1([CH3:17])[cH:3][n:4][n:5]([CH3:16])[c:6]1-[c:7]1[cH:8][c:9]([C:12](=[O:13])[O:14][CH3:15])[s:10][cH:11]1. Reactants: [N+](=O)([O-])C1=CC=C(CNS(=O)(=O)NC2=CC=C(S2)C=2N(C(C=CN2)=O)CC(=O)NC(C(C(F)(F)F)=O)C(C)C)C=C1 (2-[5-(4-nitrobenzylaminosulfonylamino)-6-oxo-2-thienyl-1,6-dihydro-1-pyrimidinyl]-N-(3,3,3-trifluoro-1-isopropyl-2-oxopropyl)acetamide), C(C)(=O)OC(C)=O (acetic anhydride), CO (Methanol). Reagents/catalysts: [Fe] (iron). Run in C(C)(=O)O (acetic acid). Reaction conditions: time 8 hour. Product: C(C)(=O)NC1=CC=C(CNS(=O)(=O)NC2=CC=C(S2)C=2N(C(C=CN2)=O)CC(=O)NC(C(C(F)(F)F)=O)C(C)C)C=C1 (2-[5-(4-Acetylaminobenzylaminosulfonylamino)-6-oxo-2-thienyl-1,6-dihydro-1-pyrimidinyl]-N-(3,3,3-trifluoro-1-isopropyl-2-oxopropyl)acetamide). As a reaction SMILES: [N+:1]([C:4]1[CH:41]=[CH:40][C:7]([CH2:8][NH:9][S:10]([NH:13][C:14]2[S:18][C:17]([C:19]3[N:20]([CH2:26][C:27]([NH:29][CH:30]([CH:37]([CH3:39])[CH3:38])[C:31](=[O:36])[C:32]([F:35])([F:34])[F:33])=[O:28])[C:21](=[O:25])[CH:22]=[CH:23][N:24]=3)=[CH:16][CH:15]=2)(=[O:12])=[O:11])=[CH:6][CH:5]=1)([O-])=O.[C:42](OC(=O)C)(=[O:44])[CH3:43].CO>C(O)(=O)C.[Fe]>[C:42]([NH:1][C:4]1[CH:41]=[CH:40][C:7]([CH2:8][NH:9][S:10]([NH:13][C:14]2[S:18][C:17]([C:19]3[N:20]([CH2:26][C:27]([NH:29][CH:30]([CH:37]([CH3:39])[CH3:38])[C:31](=[O:36])[C:32]([F:35])([F:34])[F:33])=[O:28])[C:21](=[O:25])[CH:22]=[CH:23][N:24]=3)=[CH:16][CH:15]=2)(=[O:12])=[O:11])=[CH:6][CH:5]=1)(=[O:44])[CH3:43]. Reported procedure: To a solution of 2-[5-(4-nitrobenzylaminosulfonylamino)-6-oxo-2-thienyl-1,6-dihydro-1-pyrimidinyl]-N-(3,3,3-trifluoro-1-isopropyl-2-oxopropyl)acetamide (0.431 g) in acetic acid (12 mL) was added acetic anhydride (0.265 mL), followed by iron powder (0.783 g). The reaction was stirred at room temperature overnight. Methanol was added and the reaction mixture filtered through diatomaceous earth to remove excess iron. Ethyl acetate was added and the resultant solution washed (water (twice), brine), ... The reactants are aqueous solution, NO (hydroxylamine), C1CCOC1 (THF), COC(C(C(=O)NC)N(C(=O)C1=CC=C(C=C1)C1=CC=CC=C1)C)=O (4-{[1-methoxy-3-(methylamino)-1,3-dioxopropan-2-yl](methyl)carbamoyl}biphenyl). The solvent is C(C)O (ethanol). Run at time 4 hour. The product is C1(=CC=C(C=C1)C(=O)N(C(C(=O)NO)C(=O)NC)C)C1=CC=CC=C1 (2-[(biphenyl-4-ylcarbonyl)(methyl)amino]-N-hydroxy-N′-methylpropanediamide). Yield: 59.0%. RXN SMILES: [NH2:1][OH:2].C1COCC1.C[O:9][C:10](=O)[CH:11]([N:16]([CH3:31])[C:17]([C:19]1[CH:24]=[CH:23][C:22]([C:25]2[CH:30]=[CH:29][CH:28]=[CH:27][CH:26]=2)=[CH:21][CH:20]=1)=[O:18])[C:12]([NH:14][CH3:15])=[O:13]>C(O)C>[C:22]1([C:25]2[CH:26]=[CH:27][CH:28]=[CH:29][CH:30]=2)[CH:21]=[CH:20][C:19]([C:17]([N:16]([CH3:31])[CH:11]([C:12]([NH:14][CH3:15])=[O:13])[C:10]([NH:1][OH:2])=[O:9])=[O:18])=[CH:24][CH:23]=1. Procedure: A 50% aqueous solution (0.20 mL) of hydroxylamine was added to a THF (0.25 mL)-ethanol (0.20 mL) solution of 4-{[1-methoxy-3-(methylamino)-1,3-dioxopropan-2-yl](methyl)carbamoyl}biphenyl (30 mg) as obtained in Example 1-(1), and the mixture was stirred for 4 hours at room temperature. The solvents were distilled off under reduced pressure, and the resulting residue was purified by preparative silica gel thin-layer chromatography (chloroform/methanol=8/1). Upon addition of IPE, the precipitated s...